From a dataset of the Open Reaction Database (ORD), a public repository of structured organic reaction records. describe an organic reaction: reactants, conditions, products, and yield The reactants are S(=O)(=O)(OC)OC (dimethyl sulfate), S(=O)(=O)(OC)OC (dimethyl sulfate), C(C)OC(=O)C=1NC=C(C1O)C (3-hydroxy-4-methyl-1H-pyrrole-2-carboxylic acid ethyl ester), [OH-].[Na+] (sodium hydroxide), S(=O)(=O)(OC)OC (dimethyl sulfate). The solvent is O (water). Reaction conditions: time 30 minute. The product is COC1=C(NC=C1C)C(=O)OCC (ethyl 3-methoxy-4-methyl-1H-pyrrole-2-carboxylate). Yield: 85.0%. Reaction SMILES: S(OC)(O[CH3:5])(=O)=O.[CH2:8]([O:10][C:11]([C:13]1[NH:14][CH:15]=[C:16]([CH3:19])[C:17]=1[OH:18])=[O:12])[CH3:9].[OH-].[Na+]>O>[CH3:5][O:18][C:17]1[C:16]([CH3:19])=[CH:15][NH:14][C:13]=1[C:11]([O:10][CH2:8][CH3:9])=[O:12] |f:2.3|. Procedure: Add dimethyl sulfate (3 mL, 3.99 g, 31.63 mmoles) to a mixture of 3-hydroxy-4-methyl-1H-pyrrole-2-carboxylic acid ethyl ester (3.5 g, 20.69 mmoles) and 2M sodium hydroxide (75 mL, 1500 mmoles) and stir the reaction mixture vigorously for 30 mins at room temp (water cooling bath applied). Collect the resultant precipitate and wash with water. Add more dimethyl sulfate (3 mL, 3.99 g, 31.63 mmoles) to the filtrate and stir for 30 minutes. Collect the resultant precipitate and wash with water. Add m... Starting materials: CO, O=C[O-], O=C(Cc1cccc([N+](=O)[O-])c1)N1CCCC1, [NH4+]. The product is Nc1cccc(CC(=O)N2CCCC2)c1. RXN SMILES: [CH3:22][OH:23].[CH:18]([O-:19])=[O:20].[N+:1]([O-:2])(=[O:3])[c:4]1[cH:5][c:6]([CH2:10][C:11](=[O:12])[N:13]2[CH2:14][CH2:15][CH2:16][CH2:17]2)[cH:7][cH:8][cH:9]1.[NH4+:21]>>[NH2:1][c:4]1[cH:5][c:6]([CH2:10][C:11](=[O:12])[N:13]2[CH2:14][CH2:15][CH2:16][CH2:17]2)[cH:7][cH:8][cH:9]1. The reactants are N(=O)[O-].[Na+] (sodium nitrite), cupric sulfate pentahydrate, NC=1C(=CC2=C(OCO2)C1)C(=O)OC (methyl 6-amino-1,3-benzodioxole-5-carboxylate), S(O)(O)(=O)=O (sulfuric acid). Solvent: O (water), O (water), O (water), O (water). Yields the product OC=1C(=CC2=C(OCO2)C1)C(=O)OC (methyl 6-hydroxy-1,3-benzodioxole-5-carboxylate). As a reaction SMILES: N[C:2]1[C:3]([C:11]([O:13][CH3:14])=[O:12])=[CH:4][C:5]2[O:9][CH2:8][O:7][C:6]=2[CH:10]=1.S(=O)(=O)(O)[OH:16].N([O-])=O.[Na+]>O>[OH:16][C:2]1[C:3]([C:11]([O:13][CH3:14])=[O:12])=[CH:4][C:5]2[O:9][CH2:8][O:7][C:6]=2[CH:10]=1 |f:2.3|. Procedure: A mixture of methyl 6-amino-1,3-benzodioxole-5-carboxylate (6.3 g, 32 mmol), concentrated sulfuric acid (7 mL) and water (35 mL) was cooled in an ice-bath and then a mixture of sodium nitrite (2.3 g, 33 mmol) and water (15 mL) was added. The mixture was diluted with 50 mL of water and added to a boiling solution of cupric sulfate pentahydrate (35 g, 140 mmol) and water (75 mL). The mixture was heated 10 minutes at boiling and then cooled in an ice-bath and extracted with diethyl ether (3×). The ... Starting materials: CCO/N=C(/C=1N=C(SN1)NP(=O)(O)O)\C(=O)N[C@H]2[C@@H]3N(C2=O)C(=C(CS3)SC4=NC(=CS4)C=5C=C[N+](=CC5)C)C(=O)[O-] (Ceftaroline fosamil), [Na+].O=C1N([C@@H]2CC[C@@H](N1C2)C(=O)[NH-])OS(=O)(=O)O (trans-7-oxo-6-(sulphooxy)-1,6-diazabicyclo[3,2,1]octane-2-carboxamide sodium salt), N[C@@H](CCCNC(N)=N)C(=O)O (L-Arginine), ClCCCCC=CC(C)=C (chlorobutyl-isoprene), [Al] (Aluminum). Run at time 37.5 minute. Product: C1C[C@H](N2C[C@@H]1N(C2=O)OS(=O)(=O)[O-])C(=O)N.[Na+] (NXL-104). As a reaction SMILES: CCO/N=C(\C(N[C@@H]1C(=O)N2C(C([O-])=O)=C(SC3SC=C(C4C=C[N+](C)=CC=4)N=3)CS[C@H]12)=O)/C1N=C(NP(O)(O)=O)SN=1.[Na+:44].[O:45]=[C:46]1[N:52]2[CH2:53][C@@H:48]([CH2:49][CH2:50][C@@H:51]2[C:54]([NH-:56])=[O:55])[N:47]1[O:57][S:58]([OH:61])(=[O:60])=[O:59].N[C@H](C(O)=O)CCCNC(=N)N.ClCCCCC=CC(=C)C.[Al]>>[CH2:49]1[C@H:48]2[N:47]([O:57][S:58]([O-:61])(=[O:60])=[O:59])[C:46](=[O:45])[N:52]([CH2:53]2)[C@H:51]([C:54]([NH2:56])=[O:55])[CH2:50]1.[Na+:44] |f:1.2,6.7|. Procedure details: Ceftaroline fosamil, trans-7-oxo-6-(sulphooxy)-1,6-diazabicyclo[3,2,1]octane-2-carboxamide sodium salt (Form I) and L-Arginine were blended in a twin shell blender (Patterson-Kelly) for times ranging from 15 to 60 minutes. The blend was subsequently weighed into vials and the vials were stoppered (with or without nitrogen), sealed and stored at different conditions to monitor stability. Packaging components used were 20 ml Type I glass vial, Gray chlorobutyl-isoprene stopper and Blue Aluminum te... Starting materials: [H][H] (hydrogen), [H][H] (hydrogen), [OH-].[Na+] (sodium hydroxide), Cl.Cl.C(C1=CC=CC=C1)N1C[C@@H](OCC1)CNC1=C(C=CC=C1)OCC ((2S)-4-benzyl-2-(2-ethoxyanilino)methylmorpholine dihydrochloride), C1(=C(C(=C(C(=C1F)F)F)N)F)N.Cl.Cl (dihydrochloride). Reagents/catalysts: [Pd] (palladium on carbon). The solvent is C(C)O (ethanol), O (water), O (water). The product is Cl.C(C)OC1=C(NC[C@@H]2CNCCO2)C=CC=C1 ((2S)-2-(2-ethoxyanilino)methylmorpholine hydrochloride). As a reaction SMILES: [ClH:1].Cl.C([N:10]1[CH2:15][CH2:14][O:13][C@@H:12]([CH2:16][NH:17][C:18]2[CH:23]=[CH:22][CH:21]=[CH:20][C:19]=2[O:24][CH2:25][CH3:26])[CH2:11]1)C1C=CC=CC=1.[H][H].C1(N)C(F)=C(F)C(F)=C(N)C=1F.Cl.Cl.[OH-].[Na+]>C(O)C.O.[Pd]>[ClH:1].[CH2:25]([O:24][C:19]1[CH:20]=[CH:21][CH:22]=[CH:23][C:18]=1[NH:17][CH2:16][C@H:12]1[O:13][CH2:14][CH2:15][NH:10][CH2:11]1)[CH3:26] |f:0.1.2,4.5.6,7.8,12.13|. Procedure: A solution of (2S)-4-benzyl-2-(2-ethoxyanilino)methylmorpholine dihydrochloride (5 g.) in a mixture of ethanol (50 ml.) and water (5 ml.) is shaken in an atmosphere of hydrogen with palladium on carbon catalyst (0.5 g. 5%) until no more hydrogen is absorbed. The catalyst is removed by filtration and the filtrate is evaporated under reduced pressure when (2S)-2-(2-ethoxyanilino)methylmorpholine dihydrochloride (3.7 g.) is obtained as a hydroscopic solid. The dihydrochloride is dissolved in water ... The reactants are C(CCC)C(C(=O)OCC)CC1=CC=C(C=C1)OCCNC(=O)C1=CC=C(C=C1)C1=CC(=CC=C1)OC (ethyl 2-butyl-3-[4-[2-(3′-methoxybiphenyl-4-carbonylamino)ethoxy]phenyl]propionate), product, [OH-].[Na+] (sodium hydroxide). The product is C(CCC)C(C(=O)O)CC1=CC=C(C=C1)OCCNC(=O)C1=CC=C(C=C1)C1=CC(=CC=C1)OC (2-Butyl-3-[4-[2-(3′-methoxybiphenyl-4-carbonylamino)ethoxy]phenyl]propionic acid). Isolated yield 75.4%. RXN SMILES: [CH2:1]([CH:5]([CH2:11][C:12]1[CH:17]=[CH:16][C:15]([O:18][CH2:19][CH2:20][NH:21][C:22]([C:24]2[CH:29]=[CH:28][C:27]([C:30]3[CH:35]=[CH:34][CH:33]=[C:32]([O:36][CH3:37])[CH:31]=3)=[CH:26][CH:25]=2)=[O:23])=[CH:14][CH:13]=1)[C:6]([O:8]CC)=[O:7])[CH2:2][CH2:3][CH3:4].[OH-].[Na+]>>[CH2:1]([CH:5]([CH2:11][C:12]1[CH:13]=[CH:14][C:15]([O:18][CH2:19][CH2:20][NH:21][C:22]([C:24]2[CH:25]=[CH:26][C:27]([C:30]3[CH:35]=[CH:34][CH:33]=[C:32]([O:36][CH3:37])[CH:31]=3)=[CH:28][CH:29]=2)=[O:23])=[CH:16][CH:17]=1)[C:6]([OH:8])=[O:7])[CH2:2][CH2:3][CH3:4] |f:1.2|. Procedure: In a similar manner to that described in Example 2, ethyl 2-butyl-3-[4-[2-(3′-methoxybiphenyl-4-carbonylamino)ethoxy]phenyl]propionate (730 mg), which is the product of Example 31, was reacted with aqueous sodium hydroxide solution (1N, 4.50 ml) and the reaction mixture was treated to give the title compound (520 mg) as a white powder. Reactants: Cl.Cl.C(N)(=O)C1=C(NC(CN2CCN(CC2)CC2=CC=CC=C2)=O)C=CC=C1 (o-carbamoyl-α-(4-benzyl-1-piperazinyl)acetanilide dihydrochloride), O (water). The reagents and catalysts are [C].[Pd] (palladium carbon). The solvent is CO (methanol). The product is Cl.Cl.C(N)(=O)C1=C(NC(CN2CCNCC2)=O)C=CC=C1 (o-carbamoyl-α-(1-piperazinyl)acetanilide dihydrochloride). As a reaction SMILES: [ClH:1].Cl.[C:3]([C:6]1[CH:28]=[CH:27][CH:26]=[CH:25][C:7]=1[NH:8][C:9](=[O:24])[CH2:10][N:11]1[CH2:16][CH2:15][N:14](CC2C=CC=CC=2)[CH2:13][CH2:12]1)(=[O:5])[NH2:4].O>[C].[Pd].CO>[ClH:1].[ClH:1].[C:3]([C:6]1[CH:28]=[CH:27][CH:26]=[CH:25][C:7]=1[NH:8][C:9](=[O:24])[CH2:10][N:11]1[CH2:16][CH2:15][NH:14][CH2:13][CH2:12]1)(=[O:5])[NH2:4] |f:0.1.2,4.5,7.8.9|. Reported procedure: 50 Grams of o-carbamoyl-α-(4-benzyl-1-piperazinyl)acetanilide dihydrochloride, 4 g of 10%-palladium carbon, 70 ml of water and 300 ml of methanol were mixed together and the mixture was subjected to catalytic reduction at a room temperature. Then the catalyst was removed from the mother liquor, and the mother liquor was concentrated to dryness. The residue obtained was crystallized by adding acetone, and recrystallized from water-acetone to obtain 35.2 g of o-carbamoyl-α-(1-piperazinyl)acetanili... Reactants: C(C)OCCOCCO (2-(2-ethoxyethoxy)ethanol), C(OCC)(OCC)=O (diethyl carbonate), [Al] (aluminum), metal oxide, [Mg] (magnesium). Run at time 1 hour. Product: C(C)OCCOCCOCC (Diethylene Glycol Diethyl Ether). RXN SMILES: [CH2:1]([O:3][CH2:4][CH2:5][O:6][CH2:7][CH2:8][OH:9])[CH3:2].C(=O)(OCC)O[CH2:12][CH3:13].[Mg].[Al]>>[CH2:1]([O:3][CH2:4][CH2:5][O:6][CH2:7][CH2:8][O:9][CH2:12][CH3:13])[CH3:2]. Procedure details: A mixture of 2-(2-ethoxyethoxy)ethanol (1 mole) and diethyl carbonate (3 mole) was passed through 11.5 grams of a magnesium:aluminum mixed metal oxide (3/16 inch pellets, Mg/Al 3:1) at a temperature of 225° C. and at a liquid feed rate of 0.29 milliliters/minute. After a period of one hour, a total of 30.2 grams of liquid was collected. Analysis was performed by capillary gas chromatography (FID) using a DB-1701 column. The results were (area %) as follows: Starting materials: O=C(O)COc1ccccc1, NS(=O)(=O)c1cc(F)cc(F)c1. Reagents/catalysts: C1=CC=C(C=C1)P(=O)(C2=CC=CC=C2)Cl (DPPCI), CCN(C(C)C)C(C)C (DIPEA). Solvent: CN(C)C=O (DMF), CN(C)C=O (DMF), CN(C)C=O (DMF), CN(C)C=O (DMF), CN(C)C=O (DMF), CN(C)C=O (DMF). Run at temperature 25 celsius, time 2 hour. The product is O=C(COc1ccccc1)NS(=O)(=O)c1cc(F)cc(F)c1. The yield is 1.7%. As a reaction SMILES: NS(=O)(=O)c1cc(F)cc(F)c1.O=C(O)COc1ccccc1.C1=CC=C(C=C1)P(=O)(C2=CC=CC=C2)Cl.CCN(C(C)C)C(C)C.CN(C)C=O>>O=C(COc1ccccc1)NS(=O)(=O)c1cc(F)cc(F)c1.